Dataset: the Open Reaction Database (ORD), a public repository of structured organic reaction records. Task: describe an organic reaction: reactants, conditions, products, and yield Starting materials: C(C(=O)Cl)(=O)Cl (oxalyl chloride), CS(=O)C (DMSO), TEA, OCC1=CC=C(C=C1)S(=O)(=O)C1C(N(CCCC1)OC(C1=CC=CC=C1)(C1=CC=CC=C1)C1=CC=CC=C1)=O (3-(4-hydroxymethyl-benzenesulfonyl)-1-trityloxy-azepan-2-one). The solvent is ClCCl (dichloromethane), ClCCl (dichloromethane). Conditions: time 30 minute. Product: O=C1N(CCCCC1S(=O)(=O)C1=CC=C(C=O)C=C1)OC(C1=CC=CC=C1)(C1=CC=CC=C1)C1=CC=CC=C1 (4-(2-Oxo-1-trityloxy-azepane-3-sulfonyl)-benzaldehyde). RXN SMILES: C(Cl)(=O)C(Cl)=O.CS(C)=O.[OH:11][CH2:12][C:13]1[CH:18]=[CH:17][C:16]([S:19]([CH:22]2[CH2:28][CH2:27][CH2:26][CH2:25][N:24]([O:29][C:30]([C:43]3[CH:48]=[CH:47][CH:46]=[CH:45][CH:44]=3)([C:37]3[CH:42]=[CH:41][CH:40]=[CH:39][CH:38]=3)[C:31]3[CH:36]=[CH:35][CH:34]=[CH:33][CH:32]=3)[C:23]2=[O:49])(=[O:21])=[O:20])=[CH:15][CH:14]=1>ClCCl>[O:49]=[C:23]1[CH:22]([S:19]([C:16]2[CH:15]=[CH:14][C:13]([CH:12]=[O:11])=[CH:18][CH:17]=2)(=[O:21])=[O:20])[CH2:28][CH2:27][CH2:26][CH2:25][N:24]1[O:29][C:30]([C:43]1[CH:48]=[CH:47][CH:46]=[CH:45][CH:44]=1)([C:37]1[CH:38]=[CH:39][CH:40]=[CH:41][CH:42]=1)[C:31]1[CH:36]=[CH:35][CH:34]=[CH:33][CH:32]=1. Procedure details: To a solution of oxalyl chloride (0.12 ml, 2.0 M in dichloromethane) in dichloromethane (5.0 ml) was added DMSO (0.05 ml) at −78 degree C. dropwise. The mixture was stirred for 15 minutes, at which time, 3-(4-hydroxymethyl-benzenesulfonyl)-1-trityloxy-azepan-2-one (60.5 mg in 2 ml of dichloromethane) from step F was added dropwise. The resulting solution was stirred for 30 minutes and then TEA (0.9 ml) was added in one portion. The reaction mixture was stirred and warmed to 0 degree C. for a per... Starting materials: C(C)NCC1=CC(=CC=C1)Br (N-ethyl-3-bromobenzylamine), ClC=CCCl (1,3-dichloropropene), C([O-])([O-])=O.[K+].[K+] (potassium carbonate), C(C)(=O)OCC (ethyl acetate). Solvent: CN(C=O)C (N,N-dimethylformamide). Conditions: temperature 60 celsius, time 8 hour. Product: Cl/C=C/CN(CC)CC1=CC(=CC=C1)Br ((E)-N-(3-Chloro-2-propenyl)-N-ethyl-3-bromobenzylamine). The yield is 64.0%. RXN SMILES: [CH2:1]([NH:3][CH2:4][C:5]1[CH:10]=[CH:9][CH:8]=[C:7]([Br:11])[CH:6]=1)[CH3:2].[Cl:12][CH:13]=[CH:14][CH2:15]Cl.C(=O)([O-])[O-].[K+].[K+].C(OCC)(=O)C>CN(C)C=O>[Cl:12]/[CH:13]=[CH:14]/[CH2:15][N:3]([CH2:4][C:5]1[CH:10]=[CH:9][CH:8]=[C:7]([Br:11])[CH:6]=1)[CH2:1][CH3:2] |f:2.3.4|. Reported procedure: To a solution of 4.28 g (20 mmol) of N-ethyl-3-bromobenzylamine in 30 ml of N,N-dimethylformamide were added 2.44 g (22 mmol) of 1,3-dichloropropene and 1.70 g (12 mmol) of ground potassium carbonate under ice cooling. The mixture was stirred for 8 hours at 60° C., poured into 40 ml of ethyl acetate, washed with 40 ml×2 of water and 40 ml of saturated sodium chloride aqueous solution, dried over anhydrous magnesium sulfate and then concentrated under reduced pressure. The residue was subjected t...